From a dataset of the Open Reaction Database (ORD), a public repository of structured organic reaction records. describe an organic reaction: reactants, conditions, products, and yield Starting materials: [OH-].[Na+] (sodium hydroxide), C(C)(=O)[O-].[NH4+] (ammonium acetate), CC(C)([O-])C.[K+] (potassium t-butoxide), CSC(=CC(=O)C1=CC=C(C=C1)C(F)(F)F)SC (3,3-bis-(methylthio)-1-(4'-trifluoromethylphenyl)-2-propen-1-one), FC(C=1C=C(C=CC1)C(C)=O)(F)F (m-trifluoromethylacetophenone). Solvent: C(C)(=O)O (acetic acid), O1CCCC1 (tetrahydrofuran). Conditions: time 30 minute. The product is FC(C=1C=C(C=CC1)C1=NC(=CC(=C1)SC)C1=CC=C(C=C1)C(F)(F)F)(F)F (2-(3'-trifluoromethylphenyl)-4-methylthio-6-(4'-trifluoromethylphenyl)pyridine). Yield: 99.6%. Reaction SMILES: [F:1][C:2]([F:13])([F:12])[C:3]1[CH:4]=[C:5]([C:9](=O)[CH3:10])[CH:6]=[CH:7][CH:8]=1.CC(C)([O-])C.[K+].[CH3:20][S:21][C:22](SC)=[CH:23][C:24]([C:26]1[CH:31]=[CH:30][C:29]([C:32]([F:35])([F:34])[F:33])=[CH:28][CH:27]=1)=O.C([O-])(=O)C.[NH4+:42].[OH-].[Na+]>C(O)(=O)C.O1CCCC1>[F:1][C:2]([F:13])([F:12])[C:3]1[CH:4]=[C:5]([C:9]2[CH:10]=[C:22]([S:21][CH3:20])[CH:23]=[C:24]([C:26]3[CH:31]=[CH:30][C:29]([C:32]([F:35])([F:34])[F:33])=[CH:28][CH:27]=3)[N:42]=2)[CH:6]=[CH:7][CH:8]=1 |f:1.2,4.5,6.7|. Procedure details: To 20 ml of tetrahydrofuran solution containing 0.64 g of m-trifluoromethylacetophenone was added 0.9 g of potassium t-butoxide at room temperature, followed by stirring for 30 minutes. Further, 1 g of 3,3-bis-(methylthio)-1-(4'-trifluoromethylphenyl)-2-propen-1-one was added, followed by stirring for 1 hour. Subsequently, 20 ml of acetic acid and 3 g of ammonium acetate were added, and reaction was carried out for 3 hours under reflux, while distilling away tetrahydrofuran. The reaction liquid ... Starting materials: COCCOCOCCCC1=CC=C(C=C1)C1=CC(=CC(=C1)C1=CC=C(C=C1)OCC1=CC=CC=C1)C1=CC=C(C=C1)CCCOCOCCOC (4,4″-bis-[3-(2-methoxy-ethoxymethoxy)-propyl]-5′-(4-benzyloxyphenyl)-[1,1′;3′,1″]terphenyl). The solvent is C1CCOC1 (THF). Run at time 8 hour. Yields the product OCCCC1=CC=C(C=C1)C=1C=C(C=C(C1)C1=CC=C(C=C1)O)C1=CC=C(C=C1)CCCO (3-[4″-(3-hydroxy-propyl)-5′-(4-hydroxyphenyl)-[1,1′;3′,1″]terphenyl-4-yl]-propane-1-ol). Reaction SMILES: COCCOC[O:7][CH2:8][CH2:9][CH2:10][C:11]1[CH:16]=[CH:15][C:14]([C:17]2[CH:22]=[C:21]([C:23]3[CH:28]=[CH:27][C:26]([O:29]CC4C=CC=CC=4)=[CH:25][CH:24]=3)[CH:20]=[C:19]([C:37]3[CH:42]=[CH:41][C:40]([CH2:43][CH2:44][CH2:45][O:46]COCCOC)=[CH:39][CH:38]=3)[CH:18]=2)=[CH:13][CH:12]=1>C1COCC1>[OH:7][CH2:8][CH2:9][CH2:10][C:11]1[CH:12]=[CH:13][C:14]([C:17]2[CH:18]=[C:19]([C:37]3[CH:42]=[CH:41][C:40]([CH2:43][CH2:44][CH2:45][OH:46])=[CH:39][CH:38]=3)[CH:20]=[C:21]([C:23]3[CH:28]=[CH:27][C:26]([OH:29])=[CH:25][CH:24]=3)[CH:22]=2)=[CH:15][CH:16]=1. Procedure details: 2.50 g (3.55 mmol) 4,4″-bis-[3-(2-methoxy-ethoxymethoxy)-propyl]-5′-(4-benzyloxyphenyl)-[1,1′;3′,1″]terphenyl are hydrogenated in 70 ml THF on Pd/activated charcoal until the reaction is completed. The catalyst is filtered off, the solvent is removed in vacuo, the residue is dissolved in 20 ml THF, 5 ml 25% hydrochloric acid are added dropwise under cooling and the mixture is stirred overnight at RT. After addition of 100 ml MTB ether the solution is washed with water and sat. aq. sodium chlorid... Reactants: O=C(OC1CCC(O)C1)c1ccccc1, CCOC(=O)N=NC(=O)OCC, C1CCOC1, [N-]=[N+]=NP(=O)(c1ccccc1)c1ccccc1, c1ccc(P(c2ccccc2)c2ccccc2)cc1. The product is [N-]=[N+]=NC1CCC(OC(=O)c2ccccc2)C1. As a reaction SMILES: [C:1]([c:2]1[cH:3][cH:4][cH:5][cH:6][cH:7]1)(=[O:8])[O:9][CH:10]1[CH2:11][CH:12]([OH:15])[CH2:13][CH2:14]1.[O:33]=[C:34]([O:35][CH2:36][CH3:37])[N:38]=[N:39][C:40]([O:41][CH2:42][CH3:43])=[O:44].[O:64]1[CH2:65][CH2:66][CH2:67][CH2:68]1.[c:16]1([P:17]([c:18]2[cH:19][cH:20][cH:21][cH:22][cH:23]2)(=[O:24])[N:30]=[N+:31]=[N-:32])[cH:25][cH:26][cH:27][cH:28][cH:29]1.[c:45]1([P:46]([c:47]2[cH:48][cH:49][cH:50][cH:51][cH:52]2)[c:53]2[cH:54][cH:55][cH:56][cH:57][cH:58]2)[cH:59][cH:60][cH:61][cH:62][cH:63]1>>[C:1]([c:2]1[cH:3][cH:4][cH:5][cH:6][cH:7]1)(=[O:8])[O:9][CH:10]1[CH2:11][CH:12]([N:30]=[N+:31]=[N-:32])[CH2:13][CH2:14]1. The reactants are C(C1=CC=CC=C1)N1C(=C(C2=CC(=CC=C12)Br)C)C1=CC=CC=C1 (1-benzyl-5-bromo-3-methyl-2-phenyl-1H-indole), C(=O)([O-])[O-].[K+].[K+] (K2CO3), ClCCl (dichloromethane), COC1=CC=C(C=C1)B(O)O (4-methoxyphenylboronic acid). Reagents/catalysts: C1=CC=C(C=C1)P([C-]2C=CC=C2)C3=CC=CC=C3.C1=CC=C(C=C1)P([C-]2C=CC=C2)C3=CC=CC=C3.Cl[Pd]Cl.[Fe+2] ([1,1′-bis(diphenylphosphino)ferrocene]dichloropalladium). Solvent: O1CCOCC1 (dioxane). Conditions: time 0.75 hour. The product is C(C1=CC=CC=C1)N1C(=C(C2=CC(=CC=C12)C1=CC=C(C=C1)OC)C)C1=CC=CC=C1 (1-Benzyl-5-(4-methoxy-phenyl)-3-methyl-2-phenyl-1H-indole). Isolated yield 119.5%. RXN SMILES: [CH2:1]([N:8]1[C:16]2[C:11](=[CH:12][C:13](Br)=[CH:14][CH:15]=2)[C:10]([CH3:18])=[C:9]1[C:19]1[CH:24]=[CH:23][CH:22]=[CH:21][CH:20]=1)[C:2]1[CH:7]=[CH:6][CH:5]=[CH:4][CH:3]=1.C([O-])([O-])=O.[K+].[K+].[CH3:31][O:32][C:33]1[CH:38]=[CH:37][C:36](B(O)O)=[CH:35][CH:34]=1.ClCCl>O1CCOCC1.C1C=CC(P(C2C=CC=CC=2)[C-]2C=CC=C2)=CC=1.C1C=CC(P(C2C=CC=CC=2)[C-]2C=CC=C2)=CC=1.Cl[Pd]Cl.[Fe+2]>[CH2:1]([N:8]1[C:16]2[C:11](=[CH:12][C:13]([C:36]3[CH:37]=[CH:38][C:33]([O:32][CH3:31])=[CH:34][CH:35]=3)=[CH:14][CH:15]=2)[C:10]([CH3:18])=[C:9]1[C:19]1[CH:24]=[CH:23][CH:22]=[CH:21][CH:20]=1)[C:2]1[CH:7]=[CH:6][CH:5]=[CH:4][CH:3]=1 |f:1.2.3,7.8.9.10|. Procedure details: To a solution of 1-benzyl-5-bromo-3-methyl-2-phenyl-1H-indole (1.907 g, 5.068 mmol) in dioxane (51 ml) was added aqueous 2M K2CO3 (5.1 ml) followed by 4-methoxyphenylboronic acid (0.924 g, 6.082 mmol) and [1,1′-bis(diphenylphosphino)ferrocene]dichloropalladium (II) complex with dichloromethane (1:1) (0.083 g, 0.101 mmol). The mixture was stirred at RT for 0.75 hours, then warmed to ˜90° C. After heating for 18 hours, the reaction mixture was cooled and concentrated. The residue was partitioned b... Starting materials: FC1=C(C=CC(=C1)F)C(CO)(C(C)(C)SCC1=CC=C(C=C1)OC)O ((+)-2-(2,4-difluorophenyl)-3-((4-methoxy-phenyl)methylthio)-3-methylbutane-1,2-diol), CS(=O)(=O)Cl (methanesulfonyl chloride), [OH-].[K+] (potassium hydroxide), Cl (hydrochloric acid). Solvent: N1=CC=CC=C1 (pyridine), O (water), CO (methanol). Yields the product FC1=C(C=CC(=C1)F)C1(OC1)C(C)(C)SCC1=CC=C(C=C1)OC ((-)-2-(2,4-difluorophenyl)-2-(1-((4-methoxyphenyl)methylthio)-1-methylethyl)oxirane). The yield is 96.1%. RXN SMILES: [F:1][C:2]1[CH:7]=[C:6]([F:8])[CH:5]=[CH:4][C:3]=1[C:9](O)([C:12]([S:15][CH2:16][C:17]1[CH:22]=[CH:21][C:20]([O:23][CH3:24])=[CH:19][CH:18]=1)([CH3:14])[CH3:13])[CH2:10][OH:11].CS(Cl)(=O)=O.[OH-].[K+].Cl>N1C=CC=CC=1.O.CO>[F:1][C:2]1[CH:7]=[C:6]([F:8])[CH:5]=[CH:4][C:3]=1[C:9]1([C:12]([S:15][CH2:16][C:17]2[CH:18]=[CH:19][C:20]([O:23][CH3:24])=[CH:21][CH:22]=2)([CH3:14])[CH3:13])[CH2:10][O:11]1 |f:2.3|. Reported procedure: In 580 ml of pyridine was dissolved 70.0 g (0.19 mol) of (+)-2-(2,4-difluorophenyl)-3-((4-methoxy-phenyl)methylthio)-3-methylbutane-1,2-diol, and 25.2 g (0.22 mol) of methanesulfonyl chloride was added dropwise thereto with stirring under ice-cooling. After being stirred for 3 hours, a solution of 32.0 g (0.57 mol) of potassium hydroxide in a mixed solvent of 340 ml of methanol and 340 ml of water was added dropwise to the mixture. After being warmed to room temperature, the mixture was stirred ... Starting materials: CC(=O)C (acetone), compound, O.C1(=CC=C(C=C1)S(=O)(=O)O)C (p-toluenesulfonic acid monohydrate), O=C1CCC(C12CCNCC2)=O (1,4-dioxo-8-aza-spiro[4.5]decane), O1CCOC12CCN(CC2)C2=C(C=C(C=C2)N2C(O[C@H](C2)CNC(C)=O)=O)F ((S)-N-{3-[4-(1,4-dioxa-8-aza-spiro[4.5]dec-8-yl)-3-fluoro-phenyl]-2-oxo-oxazolidin-5-ylmethyl}- acetamide). The solvent is O (water). Yields the product FC=1C=C(C=CC1N1CCC(CC1)=O)N1C(O[C@H](C1)CNC(C)=O)=O ((S)-N-{3-[3-fluoro-4-(4-oxo-piperidin-1-yl)-phenyl]-2-oxo-oxazolidin-5-ylmethyl}-acetamide). As a reaction SMILES: O=C1C2(CCNCC2)C(=O)CC1.O1[C:17]2([CH2:22][CH2:21][N:20]([C:23]3[CH:28]=[CH:27][C:26]([N:29]4[CH2:33][C@H:32]([CH2:34][NH:35][C:36](=[O:38])[CH3:37])[O:31][C:30]4=[O:39])=[CH:25][C:24]=3[F:40])[CH2:19][CH2:18]2)[O:16]CC1.CC(C)=O.O.C1(C)C=CC(S(O)(=O)=O)=CC=1>O>[F:40][C:24]1[CH:25]=[C:26]([N:29]2[CH2:33][C@H:32]([CH2:34][NH:35][C:36](=[O:38])[CH3:37])[O:31][C:30]2=[O:39])[CH:27]=[CH:28][C:23]=1[N:20]1[CH2:21][CH2:22][C:17](=[O:16])[CH2:18][CH2:19]1 |f:3.4|. Procedure details: Using a commercially available 1,4-dioxo-8-aza-spiro[4.5]decane, (S)-N-{3-[4-(1,4-dioxa-8-aza-spiro[4.5]dec-8-yl)-3-fluoro-phenyl]-2-oxo-oxazolidin-5-ylmethyl}- acetamide is synthesized by the same method as in Step 1. To an acetone solution (70 ml) of this compound (3.79 g), water (20 ml) and p-toluenesulfonic acid monohydrate (3.66 g) are added successively and the mixture is heated under reflux for 3 hours. After the reaction mixture is cooled to room temperature, acetone is distilled off and... Starting materials: CCCCCC (hexane), ClC1=NC(=CC(=C1)C(N)=S)OC (2-chloro-6-methoxypyridine-4-carbothioamide), CI (methyl iodide), CC(=O)C (acetone). Run in C(C)OCC (diethyl ether). Product: ClC1=NC(=CC(=C1)C(=N)SC)OC (methyl 2-chloro-6-methoxypyridine-4-carbimidothioate). RXN SMILES: [Cl:1][C:2]1[CH:7]=[C:6]([C:8](=[S:10])[NH2:9])[CH:5]=[C:4]([O:11][CH3:12])[N:3]=1.CI.[CH3:15]C(C)=O.CCCCCC>C(OCC)C>[Cl:1][C:2]1[CH:7]=[C:6]([C:8]([S:10][CH3:15])=[NH:9])[CH:5]=[C:4]([O:11][CH3:12])[N:3]=1. Reported procedure: In a 100-mL, 3N round-bottomed flask equipped with Thermometer pocket fitted with water condenser, nitrogen inlet and a rubber septum, 2-chloro-6-methoxypyridine-4-carbothioamide (0.58 g, 1.0 eq.), methyl iodide (0.89 mL, 5.0 eq.) was dissolved in diethyl ether (60 mL) resulting reaction mixture was stir at RT. The progress of the reaction was followed by TLC analysis on silica gel with 20% acetone: hexane as mobile phase which shows that starting material was consumed after 15 h. Precipitate wa... Starting materials: N[C@@H]1C(NCC1)=O ((S)-3-aminopyrrolidin-2-one), Cl.CN(CCCN=C=NCC)C (1-(3-dimethylaminopropyl)-3-ethylcarbodiimide hydrochloride), FC1=C(OC=2C=C3C=NN(C3=CC2C(=O)O)CC(C)(C)O)C=CC(=C1)F (5-(2,4-Difluorophenoxy)-1-(2-hydroxy-2-methylpropyl)-1H-indazole-6-carboxylic acid). Reagents/catalysts: CN(C1=CC=NC=C1)C (4-(dimethylamino)pyridine). The solvent is CN(C=O)C (N,N-dimethylformamide). Conditions: time 16 hour. Yields the product FC1=C(OC=2C=C3C=NN(C3=CC2C(=O)N[C@@H]2C(NCC2)=O)CC(C)(C)O)C=CC(=C1)F ((S)-5-(2,4-difluorophenoxy)-1-(2-hydroxy-2-methylpropyl)-N-(2-oxopyrrolidin-3-yl)-1H-indazole-6-carboxamide). The yield is 33.8%. As a reaction SMILES: [F:1][C:2]1[CH:25]=[C:24]([F:26])[CH:23]=[CH:22][C:3]=1[O:4][C:5]1[CH:6]=[C:7]2[C:11](=[CH:12][C:13]=1[C:14]([OH:16])=O)[N:10]([CH2:17][C:18]([OH:21])([CH3:20])[CH3:19])[N:9]=[CH:8]2.[NH2:27][C@H:28]1[CH2:32][CH2:31][NH:30][C:29]1=[O:33].Cl.CN(C)CCCN=C=NCC>CN(C)C=O.CN(C)C1C=CN=CC=1>[F:1][C:2]1[CH:25]=[C:24]([F:26])[CH:23]=[CH:22][C:3]=1[O:4][C:5]1[CH:6]=[C:7]2[C:11](=[CH:12][C:13]=1[C:14]([NH:27][C@H:28]1[CH2:32][CH2:31][NH:30][C:29]1=[O:33])=[O:16])[N:10]([CH2:17][C:18]([OH:21])([CH3:19])[CH3:20])[N:9]=[CH:8]2 |f:2.3|. Reported procedure: 5-(2,4-Difluorophenoxy)-1-(2-hydroxy-2-methylpropyl)-1H-indazole-6-carboxylic acid (200 mg, 0.552 mmol) was dissolved in N,N-dimethylformamide (2 mL). To his was added (S)-3-aminopyrrolidin-2-one (4a) (111 mg, 1.10 mmol), 4-(dimethylamino)pyridine (6.7 mg, 0.055 mmol), and 1-(3-dimethylaminopropyl)-3-ethylcarbodiimide hydrochloride (116 mg, 0.607 mmol) successively, and the reaction mixture was allowed to stir at ambient temperature for 16 hours. The reaction mixture was partitioned between wate... The reactants are [Na].N1N=CN=C1 (1,2,4-triazole sodium), ClCC(=O)NC1=CC=C(C=C1)C(=O)N1CC=2N(CC3=C1C=CC=C3)C=CC2 (2-chloro-N-[4-(5H-pyrrolo[2,1-c][1,4]benzodiazepin-10(11H)-ylcarbonyl)phenyl]acetamide). The solvent is CN1C(N(CCC1)C)=O (1,3-dimethyl-3,4,5,6-tetrahydro-2(1H)-pyrimidinone), CN1C(N(CCC1)C)=O (1,3-dimethyl-3,4,5,6-tetrahydro-2(1H)-pyrimidinone). Run at time 3 hour. Yields the product C=1C=CN2C1CN(C1=C(C2)C=CC=C1)C(=O)C1=CC=C(C=C1)NC(CN1N=CN=C1)=O (N-[4-(5H-Pyrrolo[2,1-c][1,4]benzodiazepin-10(11H)-ylcarbonyl)phenyl]-2-(1H-[1,2,4]-triazol-1-yl)acetamide). Yield: 64.5%. Reaction SMILES: [Na].[NH:2]1[CH:6]=[N:5][CH:4]=[N:3]1.Cl[CH2:8][C:9]([NH:11][C:12]1[CH:17]=[CH:16][C:15]([C:18]([N:20]2[C:26]3[CH:27]=[CH:28][CH:29]=[CH:30][C:25]=3[CH2:24][N:23]3[CH:31]=[CH:32][CH:33]=[C:22]3[CH2:21]2)=[O:19])=[CH:14][CH:13]=1)=[O:10]>CN1CCCN(C)C1=O>[CH:33]1[CH:32]=[CH:31][N:23]2[CH2:24][C:25]3[CH:30]=[CH:29][CH:28]=[CH:27][C:26]=3[N:20]([C:18]([C:15]3[CH:14]=[CH:13][C:12]([NH:11][C:9](=[O:10])[CH2:8][N:2]4[CH:6]=[N:5][CH:4]=[N:3]4)=[CH:17][CH:16]=3)=[O:19])[CH2:21][C:22]=12 |f:0.1,^1:0|. Procedure details: To a suspension of 0.20 g of 1,2,4-triazole sodium in 1 ml of 1,3-dimethyl-3,4,5,6-tetrahydro-2(1H)-pyrimidinone is added 0.10 g of 2-chloro-N-[4-(5H-pyrrolo[2,1-c][1,4]benzodiazepin-10(11H)-ylcarbonyl)phenyl]acetamide in 1 ml of 1,3-dimethyl-3,4,5,6-tetrahydro-2(1H)-pyrimidinone followed by stirring at room temperature for 3 hours. The reaction mixture is quenched with 15 ml of water and the resulting solid is collected, washed with water and hexanes to give 70 mg of the desired product as a ta...